From a dataset of the Open Reaction Database (ORD), a public repository of structured organic reaction records. describe an organic reaction: reactants, conditions, products, and yield The reactants are O=C([O-])[O-], CC(C)=O, CCOC(=O)c1cccc(-c2ccccc2-c2cc(Cl)ccc2O)n1, Fc1ccc(CBr)cc1, [K+], [K+]. Yields the product CCOC(=O)c1cccc(-c2ccccc2-c2cc(Cl)ccc2OCc2ccc(F)cc2)n1. Reaction SMILES: [C:26](=[O:27])([O-:28])[O-:29].[CH3:41][C:42](=[O:43])[CH3:44].[Cl:1][c:2]1[cH:3][cH:4][c:5]([OH:25])[c:6](-[c:8]2[c:9](-[c:14]3[cH:15][cH:16][cH:17][c:18]([C:20](=[O:21])[O:22][CH2:23][CH3:24])[n:19]3)[cH:10][cH:11][cH:12][cH:13]2)[cH:7]1.[F:32][c:33]1[cH:34][cH:35][c:36]([CH2:37][Br:38])[cH:39][cH:40]1.[K+:30].[K+:31]>>[Cl:1][c:2]1[cH:3][cH:4][c:5]([O:25][CH2:37][c:36]2[cH:35][cH:34][c:33]([F:32])[cH:40][cH:39]2)[c:6](-[c:8]2[c:9](-[c:14]3[cH:15][cH:16][cH:17][c:18]([C:20](=[O:21])[O:22][CH2:23][CH3:24])[n:19]3)[cH:10][cH:11][cH:12][cH:13]2)[cH:7]1.